Dataset: the Open Reaction Database (ORD), a public repository of structured organic reaction records. Task: describe an organic reaction: reactants, conditions, products, and yield Starting materials: CN(CC1OC1)C1CCCN(C2=C1C=CC=C2)C(C2=CC=C(C=C2)NC(C2=C(C=CC=C2)C)=O)=O (5-(N-methyl-N-oxiranylmethylamino)-1-[4-(2-methylbenzoylamino)benzoyl]-2,3,4,5-tetrahydro-1H-benzazepine), FC(C(=O)O)(F)F (trifluoroacetic acid), C([O-])([O-])=O.[Na+].[Na+] (sodium carbonate). Reaction conditions: time 4 hour. The product is CN(CC(CO)O)C1CCCN(C2=C1C=CC=C2)C(C2=CC=C(C=C2)NC(C2=C(C=CC=C2)C)=O)=O (5-[N-methyl-N-(2,3-dihydroxypropyl)amino)-1-[4-(2-methylbenzoylamino)benzoyl]-2,3,4,5-tetrahydro-1H-benzazepine). RXN SMILES: [CH3:1][N:2]([CH:7]1[C:13]2[CH:14]=[CH:15][CH:16]=[CH:17][C:12]=2[N:11]([C:18](=[O:35])[C:19]2[CH:24]=[CH:23][C:22]([NH:25][C:26](=[O:34])[C:27]3[CH:32]=[CH:31][CH:30]=[CH:29][C:28]=3[CH3:33])=[CH:21][CH:20]=2)[CH2:10][CH2:9][CH2:8]1)[CH2:3][CH:4]1[CH2:6][O:5]1.FC(F)(F)C(O)=[O:39].C(=O)([O-])[O-].[Na+].[Na+]>>[CH3:1][N:2]([CH:7]1[C:13]2[CH:14]=[CH:15][CH:16]=[CH:17][C:12]=2[N:11]([C:18](=[O:35])[C:19]2[CH:20]=[CH:21][C:22]([NH:25][C:26](=[O:34])[C:27]3[CH:32]=[CH:31][CH:30]=[CH:29][C:28]=3[CH3:33])=[CH:23][CH:24]=2)[CH2:10][CH2:9][CH2:8]1)[CH2:3][CH:4]([OH:39])[CH2:6][OH:5] |f:2.3.4|. Procedure: To 5-(N-methyl-N-oxiranylmethylamino)-1-[4-(2-methylbenzoylamino)benzoyl]-2,3,4,5-tetrahydro-1H-benzazepine (0.62 g) is added trifluoroacetic acid (1.22 ml) under ice-cooling and the mixture is stirred for 4 hours. The reaction solution is neutralized with aqueous sodium carbonate solution, and extracted three times with dichloromethane. The extract is washed with saturated saline solution and dried over magnesium sulfate. The solvent is distilled off and the resulting residue is dissolved in me... Starting materials: CC(=O)N(CC1CN(c2ccc(C3CCS(=O)(=O)CC3)c(F)c2)C(=O)O1)C(=O)OCOC(=O)C(C)NC(=O)OC(C)(C)C, C1CCOC1, COc1ccccc1, Cl. Yields the product CC(=O)N(CC1CN(c2ccc(C3CCS(=O)(=O)CC3)c(F)c2)C(=O)O1)C(=O)OCOC(=O)C(C)N, Cl. RXN SMILES: [C:1]([CH3:2])(=[O:3])[N:4]([C:5](=[O:6])[O:7][CH2:8][O:9][C:10]([CH:11]([CH3:12])[NH:13][C:14]([O:15][C:16]([CH3:17])([CH3:18])[CH3:19])=[O:20])=[O:21])[CH2:22][CH:23]1[CH2:24][N:25]([c:29]2[cH:30][c:31]([F:43])[c:32]([CH:35]3[CH2:36][CH2:37][S:38](=[O:41])(=[O:42])[CH2:39][CH2:40]3)[cH:33][cH:34]2)[C:26](=[O:28])[O:27]1.[CH2:53]1[O:54][CH2:55][CH2:56][CH2:57]1.[CH3:44][O:45][c:46]1[cH:47][cH:48][cH:49][cH:50][cH:51]1.[ClH:52]>>[C:1]([CH3:2])(=[O:3])[N:4]([C:5](=[O:6])[O:7][CH2:8][O:9][C:10]([CH:11]([CH3:12])[NH2:13])=[O:21])[CH2:22][CH:23]1[CH2:24][N:25]([c:29]2[cH:30][c:31]([F:43])[c:32]([CH:35]3[CH2:36][CH2:37][S:38](=[O:41])(=[O:42])[CH2:39][CH2:40]3)[cH:33][cH:34]2)[C:26](=[O:28])[O:27]1.[ClH:52].